This data is from the Open Reaction Database (ORD), a public repository of structured organic reaction records. The task is: describe an organic reaction: reactants, conditions, products, and yield Reactants: FC1=CC(=C(C=C1)C1=C(C=NC=C1)NCC(F)(F)F)OC ([4-(4-fluoro-2-methoxy-phenyl)-pyridin-3-yl]-(2,2,2-trifluoro-ethyl)-amine), CS(=O)(=O)C=1C=C(C(=O)O)C=C(C1)C(F)(F)F (3-methanesulfonyl-5-trifluoromethyl-benzoic acid). Yields the product FC1=CC(=C(C=C1)C1=C(C=NC=C1)N(C(C1=CC(=CC(=C1)C(F)(F)F)S(=O)(=O)C)=O)CC(F)(F)F)OC (N-[4-(4-Fluoro-2-methoxy-phenyl)-pyridin-3-yl]-3-methanesulfonyl-N-(2,2,2-trifluoro-ethyl)-5-trifluoromethyl-benzamide). Reaction SMILES: [F:1][C:2]1[CH:7]=[CH:6][C:5]([C:8]2[CH:13]=[CH:12][N:11]=[CH:10][C:9]=2[NH:14][CH2:15][C:16]([F:19])([F:18])[F:17])=[C:4]([O:20][CH3:21])[CH:3]=1.[CH3:22][S:23]([C:26]1[CH:27]=[C:28]([CH:32]=[C:33]([C:35]([F:38])([F:37])[F:36])[CH:34]=1)[C:29](O)=[O:30])(=[O:25])=[O:24]>>[F:1][C:2]1[CH:7]=[CH:6][C:5]([C:8]2[CH:13]=[CH:12][N:11]=[CH:10][C:9]=2[N:14]([CH2:15][C:16]([F:18])([F:17])[F:19])[C:29](=[O:30])[C:28]2[CH:32]=[C:33]([C:35]([F:38])([F:36])[F:37])[CH:34]=[C:26]([S:23]([CH3:22])(=[O:25])=[O:24])[CH:27]=2)=[C:4]([O:20][CH3:21])[CH:3]=1. Procedure: The title compound was prepared in analogy to example 90, from [4-(4-fluoro-2-methoxy-phenyl)-pyridin-3-yl]-(2,2,2-trifluoro-ethyl)-amine (example 133, intermediate a) and 3-methanesulfonyl-5-trifluoromethyl-benzoic acid (example 114, intermediate a) after a reaction time of 72 hours. The compound was purified by silica gel chromatography using a MPLC system (CombiFlash Companion, Isco Inc.) eluting with a gradient of CH2Cl2: EtOAc (100:0 to 85:15). Light yellow foam (43%). MS (ESI): m/z=551.087... Starting materials: ClC1=CC(=NC=C1)C (4-Chloro-2-picoline), NCCCN (1,3-diaminopropane). Conditions: temperature 180 celsius. Product: Cl.CC1=NC=CC(=C1)NCCCN (N-(2-Methyl-4-pyridyl)propane-1,3-diamine hydrochloride). As a reaction SMILES: [Cl:1][C:2]1[CH:7]=[CH:6][N:5]=[C:4]([CH3:8])[CH:3]=1.[NH2:9][CH2:10][CH2:11][CH2:12][NH2:13]>>[ClH:1].[CH3:8][C:4]1[CH:3]=[C:2]([NH:9][CH2:10][CH2:11][CH2:12][NH2:13])[CH:7]=[CH:6][N:5]=1 |f:2.3|. Reported procedure: 4-Chloro-2-picoline (441 μl, 4 mmol) was mixed with 1,3-diaminopropane (1.67 ml, 20 mmol) and stirred in a closed vessel at 180° C. under microwave heating for one hour. The solvent was removed under reduced pressure, toluene was added to the residue and the mixture was evaporated to dryness under reduced pressure to yield 1.076 of a solid. MS (APCI) m/z=165.8 [M+H]+. Reactants: O (Water), C(C)(=O)NC=1SC=C(N1)C(=O)O (2-(acetylamino)-1,3-thiazole-4-carboxylic acid), N(NC(=O)OC(C)(C)C)C(=O)OCCC1=CC=C(C=C1)N (2-(4-Aminophenyl)ethyl tert-butyl hydrazine-1,2-dicarboxylate), C(=O)(N1C=NC=C1)N1C=NC=C1 (1,1′-carbonyldiimidazole). The solvent is C(C)(=O)OCC (ethyl acetate), CN(C=O)C (N,N-dimethylformamide). Conditions: temperature 50 celsius, time 2 hour. The product is N(NC(=O)OC(C)(C)C)C(=O)OCCC1=CC=C(C=C1)NC(=O)C=1N=C(SC1)NC(C)=O ((4-({[2-(acetylamino)-1,3-thiazol-4-yl]carbonyl}amino)phenyl]ethyl tert-butyl hydrazine-1,2-dicarboxylate). Yield: 79.1%. RXN SMILES: [C:1]([NH:4][C:5]1[S:6][CH:7]=[C:8]([C:10]([OH:12])=O)[N:9]=1)(=[O:3])[CH3:2].C(N1C=CN=C1)(N1C=CN=C1)=O.[NH:25]([C:34]([O:36][CH2:37][CH2:38][C:39]1[CH:44]=[CH:43][C:42]([NH2:45])=[CH:41][CH:40]=1)=[O:35])[NH:26][C:27]([O:29][C:30]([CH3:33])([CH3:32])[CH3:31])=[O:28].O>CN(C)C=O.C(OCC)(=O)C>[NH:25]([C:34]([O:36][CH2:37][CH2:38][C:39]1[CH:44]=[CH:43][C:42]([NH:45][C:10]([C:8]2[N:9]=[C:5]([NH:4][C:1](=[O:3])[CH3:2])[S:6][CH:7]=2)=[O:12])=[CH:41][CH:40]=1)=[O:35])[NH:26][C:27]([O:29][C:30]([CH3:32])([CH3:33])[CH3:31])=[O:28]. Procedure: To a suspension of 2-(acetylamino)-1,3-thiazole-4-carboxylic acid (557.3 mg, 2.993 mmol) in anhydrous N,N-dimethylformamide (10 ml) was added 1,1′-carbonyldiimidazole (531.7 mg, 3.279 mmol), and the mixture was stirred at 50° C. for 2 hr. 2-(4-Aminophenyl)ethyl tert-butyl hydrazine-1,2-dicarboxylate (1.065 g, 3.607 mmol) was added, and the mixture was stirred at room temperature for 16 hr. Water (100 ml) and ethyl acetate (100 ml) were added to the reaction mixture, and the mixture was stirred, ... Starting materials: CCOC(=O)C(NC=O)C(=O)OCC, Cc1ccccc1, CN(C)Cc1c[nH]c2c(F)cccc12, [Na+], [OH-]. The product is CCOC(=O)C(Cc1c[nH]c2c(F)cccc12)(NC=O)C(=O)OCC. RXN SMILES: [CH2:15]([CH3:16])[O:17][C:18]([CH:19]([C:20](=[O:21])[O:22][CH2:23][CH3:24])[NH:25][CH:26]=[O:27])=[O:28].[CH3:31][c:32]1[cH:33][cH:34][cH:35][cH:36][cH:37]1.[F:1][c:2]1[cH:3][cH:4][cH:5][c:6]2[c:7]([CH2:11][N:12]([CH3:13])[CH3:14])[cH:8][nH:9][c:10]12.[Na+:30].[OH-:29]>>[F:1][c:2]1[cH:3][cH:4][cH:5][c:6]2[c:7]([CH2:11][C:19]([C:18]([O:17][CH2:15][CH3:16])=[O:28])([C:20](=[O:21])[O:22][CH2:23][CH3:24])[NH:25][CH:26]=[O:27])[cH:8][nH:9][c:10]12. Starting materials: COc1ccc2[nH]c(=O)c(=O)n(C)c2c1, [K+], O=[N+]([O-])[O-], O=S(=O)(O)O. Yields the product COc1cc2c(cc1[N+](=O)[O-])[nH]c(=O)c(=O)n2C. RXN SMILES: [CH3:1][O:2][c:3]1[cH:4][cH:5][c:6]2[nH:7][c:8](=[O:15])[c:9](=[O:14])[n:10]([CH3:13])[c:11]2[cH:12]1.[K+:16].[O-:17][N+:18]([O-:19])=[O:20].[S:21](=[O:22])(=[O:23])([OH:24])[OH:25]>>[CH3:1][O:2][c:3]1[c:4]([N+:18](=[O:17])[O-:19])[cH:5][c:6]2[nH:7][c:8](=[O:15])[c:9](=[O:14])[n:10]([CH3:13])[c:11]2[cH:12]1. The reactants are CC(C)(C)OC(=O)n1cc(B2OC(C)(C)C(C)(C)O2)cn1, CC#N, C1CCC(P(C2CCCCC2)C2CCCCC2)CC1, [Cs+], [F-], COc1ccc(Cn2nc(I)c3c(Oc4ccc(NC(=O)c5ccnn(-c6ccc(F)cc6)c5=O)cc4F)ccnc32)cc1, CC(=O)[O-], CC(=O)[O-], [Pd+2]. The product is COc1ccc(Cn2nc(-c3cnn(C(=O)OC(C)(C)C)c3)c3c(Oc4ccc(NC(=O)c5ccnn(-c6ccc(F)cc6)c5=O)cc4F)ccnc32)cc1. As a reaction SMILES: [CH3:45][C:46]1([CH3:47])[C:48]([CH3:49])([CH3:50])[O:51][B:52]([c:53]2[cH:54][n:55][n:56]([C:58](=[O:59])[O:60][C:61]([CH3:62])([CH3:63])[CH3:64])[cH:57]2)[O:65]1.[CH3:96][C:97]#[N:98].[CH:66]1([P:67]([CH:68]2[CH2:69][CH2:70][CH2:71][CH2:72][CH2:73]2)[CH:74]2[CH2:75][CH2:76][CH2:77][CH2:78][CH2:79]2)[CH2:80][CH2:81][CH2:82][CH2:83][CH2:84]1.[Cs+:86].[F-:85].[F:1][c:2]1[cH:3][c:4]([NH:28][C:29](=[O:30])[c:31]2[c:32](=[O:44])[n:33](-[c:37]3[cH:38][cH:39][c:40]([F:43])[cH:41][cH:42]3)[n:34][cH:35][cH:36]2)[cH:5][cH:6][c:7]1[O:8][c:9]1[c:10]2[c:11]([n:12][cH:13][cH:14]1)[n:15]([CH2:19][c:20]1[cH:21][cH:22][c:23]([O:26][CH3:27])[cH:24][cH:25]1)[n:16][c:17]2[I:18].[O-:88][C:89]([CH3:90])=[O:91].[O-:92][C:93]([CH3:94])=[O:95].[Pd+2:87]>>[F:1][c:2]1[cH:3][c:4]([NH:28][C:29](=[O:30])[c:31]2[c:32](=[O:44])[n:33](-[c:37]3[cH:38][cH:39][c:40]([F:43])[cH:41][cH:42]3)[n:34][cH:35][cH:36]2)[cH:5][cH:6][c:7]1[O:8][c:9]1[c:10]2[c:11]([n:12][cH:13][cH:14]1)[n:15]([CH2:19][c:20]1[cH:21][cH:22][c:23]([O:26][CH3:27])[cH:24][cH:25]1)[n:16][c:17]2-[c:53]1[cH:54][n:55][n:56]([C:58](=[O:59])[O:60][C:61]([CH3:62])([CH3:63])[CH3:64])[cH:57]1. Starting materials: NC=1C=CC(=C(C1)[C@]1(N=C(OC[C@@H]1F)N)C)F ((4R,5R)-4-(5-amino-2-fluoro-phenyl)-5-fluoro-4-methyl-5,6-dihydro-4H-[1,3]oxazin-2-ylamine), CC=1OC(=CC1C(=O)O)C (2,5-dimethyl-furan-3-carboxylic acid). The product is NC=1OC[C@@H]([C@@](N1)(C)C=1C=C(C=CC1F)NC(=O)C1=C(OC(=C1)C)C)F (2,5-Dimethyl-furan-3-carboxylic acid [3-((4R,5R)-2-amino-5-fluoro-4-methyl-5,6-dihydro-4H-[1,3]oxazin-4-yl)-4-fluoro-phenyl]-amide). Reaction SMILES: [NH2:1][C:2]1[CH:3]=[CH:4][C:5]([F:17])=[C:6]([C@:8]2([CH3:16])[C@@H:13]([F:14])[CH2:12][O:11][C:10]([NH2:15])=[N:9]2)[CH:7]=1.[CH3:18][C:19]1[O:20][C:21]([CH3:27])=[CH:22][C:23]=1[C:24](O)=[O:25]>>[NH2:15][C:10]1[O:11][CH2:12][C@H:13]([F:14])[C@:8]([C:6]2[CH:7]=[C:2]([NH:1][C:24]([C:23]3[CH:22]=[C:21]([CH3:27])[O:20][C:19]=3[CH3:18])=[O:25])[CH:3]=[CH:4][C:5]=2[F:17])([CH3:16])[N:9]=1. Procedure: The condensation of (4R,5R)-4-(5-amino-2-fluoro-phenyl)-5-fluoro-4-methyl-5,6-dihydro-4H-[1,3]oxazin-2-ylamine (intermediate A8.2) and 2,5-dimethyl-furan-3-carboxylic acid (CAS 636-44-2) following procedure I yielded the title compound as a white solid. MS (ISP): m/z=364.3 [M+H]+. Reactants: [BH3-]C#N, Cc1cc(C)c(CNC(=O)c2cc(-c3ccc(C=O)nc3)cc(N(C)C3CCOCC3)c2C)c(=O)[nH]1, CNC, CC(=O)O, CO, [Na+]. The product is Cc1cc(C)c(CNC(=O)c2cc(-c3ccc(CO)nc3)cc(N(C)C3CCOCC3)c2C)c(=O)[nH]1. As a reaction SMILES: [C:44]([BH3-:45])#[N:46].[CH3:1][c:2]1[c:3]([CH2:10][NH:11][C:12]([c:13]2[c:14]([CH3:35])[c:15]([N:27]([CH:28]3[CH2:29][CH2:30][O:31][CH2:32][CH2:33]3)[CH3:34])[cH:16][c:17](-[c:19]3[cH:20][n:21][c:22]([CH:25]=[O:26])[cH:23][cH:24]3)[cH:18]2)=[O:36])[c:4](=[O:9])[nH:5][c:6]([CH3:8])[cH:7]1.[CH3:37][NH:38][CH3:39].[CH3:40][C:41](=[O:42])[OH:43].[CH3:48][OH:49].[Na+:47]>>[CH3:1][c:2]1[c:3]([CH2:10][NH:11][C:12]([c:13]2[c:14]([CH3:35])[c:15]([N:27]([CH:28]3[CH2:29][CH2:30][O:31][CH2:32][CH2:33]3)[CH3:34])[cH:16][c:17](-[c:19]3[cH:20][n:21][c:22]([CH2:25][OH:26])[cH:23][cH:24]3)[cH:18]2)=[O:36])[c:4](=[O:9])[nH:5][c:6]([CH3:8])[cH:7]1.